describe an organic reaction: reactants, conditions, products, and yield From a dataset of the Open Reaction Database (ORD), a public repository of structured organic reaction records. Reactants: C=Cc1ccccc1, ClCCl, CC(C)C1CCC(C)(OC(=O)C=[N+]=[N-])CC1. The product is CC(C)C1CCC(C)(OC(=O)C2CC2c2ccccc2)CC1. Reaction SMILES: [CH2:1]=[CH:2][c:3]1[cH:4][cH:5][cH:6][cH:7][cH:8]1.[Cl:25][CH2:26][Cl:27].[N+:9](=[N-:10])=[CH:11][C:12](=[O:13])[O:14][C:15]1([CH3:24])[CH2:16][CH2:17][CH:18]([CH:21]([CH3:22])[CH3:23])[CH2:19][CH2:20]1>>[CH2:1]1[CH:2]([c:3]2[cH:4][cH:5][cH:6][cH:7][cH:8]2)[CH:11]1[C:12](=[O:13])[O:14][C:15]1([CH3:24])[CH2:16][CH2:17][CH:18]([CH:21]([CH3:22])[CH3:23])[CH2:19][CH2:20]1. The reactants are C(C)(=O)OC(C)(C)C (t-butyl acetate), ClC1=CC=C(C=C1)S(=O)(=O)NCCCCC(CI)CCCOC1OCCCC1 (6-(p-chlorophenylsulfonamido)-2-[3-(tetrahydropyranyloxy)propyl]-1-iodo-hexane), C1(CCCCC1)NC(C)C (cyclohexyl-isopropylamine), solution, C(CCC)[Li] (n-butyllithium). Solvent: O1CCCC1 (tetrahydrofuran), CN(P(N(C)C)(N(C)C)=O)C (hexamethylphosphoric triamide), O1CCCC1 (tetrahydrofuran), CCCCCC (hexane). Run at time 15 minute. The product is ClC1=CC=C(C=C1)S(=O)(=O)NCCCCC(CCC(=O)OC(C)(C)C)CCCOC1OCCCC1 (t-butyl 8-(p-chlorophenylsulfonamido)-4-[3-(tetrahydropyranyloxy)propyl]-octanoate). RXN SMILES: C1(NC(C)C)CCCCC1.C([Li])CCC.[C:16]([O:19][C:20]([CH3:23])([CH3:22])[CH3:21])(=[O:18])[CH3:17].[Cl:24][C:25]1[CH:30]=[CH:29][C:28]([S:31]([NH:34][CH2:35][CH2:36][CH2:37][CH2:38][CH:39]([CH2:42][CH2:43][CH2:44][O:45][CH:46]2[CH2:51][CH2:50][CH2:49][CH2:48][O:47]2)[CH2:40]I)(=[O:33])=[O:32])=[CH:27][CH:26]=1>O1CCCC1.CCCCCC.CN(C)P(=O)(N(C)C)N(C)C>[Cl:24][C:25]1[CH:26]=[CH:27][C:28]([S:31]([NH:34][CH2:35][CH2:36][CH2:37][CH2:38][CH:39]([CH2:42][CH2:43][CH2:44][O:45][CH:46]2[CH2:51][CH2:50][CH2:49][CH2:48][O:47]2)[CH2:40][CH2:17][C:16]([O:19][C:20]([CH3:23])([CH3:22])[CH3:21])=[O:18])(=[O:32])=[O:33])=[CH:29][CH:30]=1. Reported procedure: To a solution of 0.11 ml cyclohexyl-isopropylamine (0.68 mmol) in 1 ml dry tetrahydrofuran at 0° is added dropwise 0.23 ml (0.57 mmol) of a 2.5M solution of n-butyllithium in hexane. The mixture is allowed to stir for 15 min at 0°. The reaction mixture is then cooled to -78° and 0.077 ml (0.57 mmol) t-butyl acetate is added and the mixture is stirred at -78° for 0.5 h. Then a solution of 0.12 g (0.22 mmol) of 6-(p-chlorophenylsulfonamido)-2-[3-(tetrahydropyranyloxy)propyl]-1-iodo-hexane in 0.5 m...